The task is: describe an organic reaction: reactants, conditions, products, and yield. This data is from the Open Reaction Database (ORD), a public repository of structured organic reaction records. Reactants: C(Cl)(Cl)Cl (chloroform), [OH-].[Na+] (NaOH), C(C=C)OC1=C2C(=C(C(NC2=C(C=C1)C)=O)C)C (5-Allyloxy-3,4,8-trimethylcarbostyril), CN(C1=CC=CC=C1)C (N,N-dimethylaniline). Conditions: temperature 200 celsius, time 2 hour. The product is C(C=C)C=1C(=C2C(=C(C(NC2=C(C1)C)=O)C)C)O (6-Allyl-5-hydroxy-3,4,8-trimethylcarbostyril). Reaction SMILES: C([O:4][C:5]1[CH:14]=[CH:13][C:12]([CH3:15])=[C:11]2[C:6]=1[C:7]([CH3:18])=[C:8]([CH3:17])[C:9](=[O:16])[NH:10]2)C=C.C(Cl)(Cl)Cl.[OH-].[Na+].CN(C)[C:27]1[CH:32]=CC=C[CH:28]=1>>[CH2:32]([C:14]1[C:5]([OH:4])=[C:6]2[C:11](=[C:12]([CH3:15])[CH:13]=1)[NH:10][C:9](=[O:16])[C:8]([CH3:17])=[C:7]2[CH3:18])[CH:27]=[CH2:28] |f:2.3|. Procedure details: 5-Allyloxy-3,4,8-trimethylcarbostyril (1.02 g, 420 mmol) was dissolved in N,N-dimethylaniline (20 ml), and the mixture was stirred in a bath of 200° C. for 2 hours. The reaction mixture was condensed under reduced pressure, to which chloroform and aqueous 2N-NaOH solution were added, then extracted into the aqueous phase. The aqueous phase was neutralized with conc. HCl solution, followed by extracting with chloroform--methanol (10:1), drying, and condensing. The resultant residue was recrystall...